Task: describe an organic reaction: reactants, conditions, products, and yield. Dataset: the Open Reaction Database (ORD), a public repository of structured organic reaction records The reactants are N1=CC=C(C=C1)CCCO (3-pyridin-4-yl-propan-1-ol), CC1=CC=C(C=C1)S(=O)(=O)Cl (4-methylbenzenesulfonyl chloride). The solvent is N1=CC=CC=C1 (pyridine). Run at time 12 hour. The product is ClCCCC1=CC=NC=C1 (4-(3-chloropropyl)pyridine). The yield is 59.7%. As a reaction SMILES: [N:1]1[CH:6]=[CH:5][C:4]([CH2:7][CH2:8][CH2:9]O)=[CH:3][CH:2]=1.CC1C=CC(S([Cl:21])(=O)=O)=CC=1>N1C=CC=CC=1>[Cl:21][CH2:9][CH2:8][CH2:7][C:4]1[CH:5]=[CH:6][N:1]=[CH:2][CH:3]=1. Reported procedure: To a solution of 3-pyridin-4-yl-propan-1-ol (3.1 g) in pyridine (8 mL) was added 4-methylbenzenesulfonyl chloride (5.0 g) at 0° C. The reaction mixture was stirred at RT for 12 hr. The reaction mixture was concentrated in vacuo. Saturated aqueous NaHCO3 was added to the residue and the mixture was extracted with ethyl acetate. The organic layer was washed with water and brine, and then dried over Na2SO4. The solvent was removed under reduced pressure. The residue was purified by silica gel chrom... The reactants are OC1=CC=C(C=C1)C(C)=O (1-(4-Hydroxyphenyl)ethanone), C([O-])([O-])=O.[K+].[K+] (potassium carbonate), ClCC(=C)C (3-chloro-2-methyl-1-propene). The reagents and catalysts are [I-].C(CCC)[N+](CCCC)(CCCC)CCCC (tetrabutyl ammonium iodide). Run in CC(=O)C (acetone). Run at temperature 70 celsius, time 8 hour. Yields the product CC(COC1=CC=C(C=C1)C(C)=O)=C (1-(4-(2-Methylallyloxy)phenyl)ethanone). Isolated yield 89.9%. Reaction SMILES: [OH:1][C:2]1[CH:7]=[CH:6][C:5]([C:8](=[O:10])[CH3:9])=[CH:4][CH:3]=1.C(=O)([O-])[O-].[K+].[K+].Cl[CH2:18][C:19]([CH3:21])=[CH2:20]>CC(C)=O.[I-].C([N+](CCCC)(CCCC)CCCC)CCC>[CH3:20][C:19](=[CH2:18])[CH2:21][O:1][C:2]1[CH:7]=[CH:6][C:5]([C:8](=[O:10])[CH3:9])=[CH:4][CH:3]=1 |f:1.2.3,6.7|. Procedure details: 1-(4-Hydroxyphenyl)ethanone (1.36 g, 10 mmol) was dissolved in acetone (50 mL), tetrabutyl ammonium iodide (370 mg, 1.0 mmol), potassium carbonate (2.76 g, 20 mmol) and 3-chloro-2-methyl-1-propene (1.5 mL, 15 mmol) were added sequentially, and the mixture was stirred at 70° C. overnight. The reaction solution was filtered, washed with acetone and concentrated in vacuo. The obtained residue was added water and ethyl acetate, and extracted with ethyl acetate. The organic layer was washed with 1N-a... Reactants: OC1=C2C=CC(OC2=CC=C1)=O (5-hydroxycoumarin), BrCCCCC(=O)OCC (ethyl 5-bromovalerate), C([O-])([O-])=O.[K+].[K+] (potassium carbonate). The solvent is CS(=O)C (dimethyl sulfoxide). Run at time 24 hour. The product is C(C)OC(CCCCOC1=CC=CC2=C1C=CC(O2)=O)=O (5-[(2-Oxo-2H-1-benzopyran-5-yl)oxy]pentanoic Acid Ethyl Ester). Reaction SMILES: [OH:1][C:2]1[CH:11]=[CH:10][CH:9]=[C:8]2[C:3]=1[CH:4]=[CH:5][C:6](=[O:12])[O:7]2.Br[CH2:14][CH2:15][CH2:16][CH2:17][C:18]([O:20][CH2:21][CH3:22])=[O:19].C(=O)([O-])[O-].[K+].[K+]>CS(C)=O>[CH2:21]([O:20][C:18](=[O:19])[CH2:17][CH2:16][CH2:15][CH2:14][O:1][C:2]1[C:3]2[CH:4]=[CH:5][C:6](=[O:12])[O:7][C:8]=2[CH:9]=[CH:10][CH:11]=1)[CH3:22] |f:2.3.4|. Reported procedure: A mixture of 2.25 g (18.6 mmol) of 5-hydroxycoumarin, 4.2 g (20 mmol) of ethyl 5-bromovalerate, 7.0 g (50 mmol) of anhydrous, granular potassium carbonate, and 10 mL of dimethyl sulfoxide was stirred at room temperature for 24 hr. The resulting slurry was filtered with suction and the solids washed well with ethyl acetate. The filtrate and washes were combined and poured into water and the mixture was worked-up with ethyl acetate in the usual manner. The semi-solid residue was triturated and was... Reactants: C(C)(=O)OCC.CCCCCC (ethyl acetate hexane), C(C1=CC=CC=C1)N([C@H]([C@@H](C#N)O)CCC)CC1=CC=CC=C1 ((2S,3S)-3-(dibenzylamino)-2-hydroxyhexanenitrile), Cl (hydrochloric acid), [OH-].[Na+] (sodium hydroxide). Conditions: temperature 100 celsius. The product is C(C1=CC=CC=C1)N([C@H]([C@@H](C(=O)O)O)CCC)CC1=CC=CC=C1 ((2S,3S)-3-(dibenzylamino)-2-hydroxyhexanoic acid). The yield is 96.0%. RXN SMILES: [CH2:1]([N:8]([CH2:17][C:18]1[CH:23]=[CH:22][CH:21]=[CH:20][CH:19]=1)[C@@H:9]([CH2:14][CH2:15][CH3:16])[C@H](O)C#N)[C:2]1[CH:7]=[CH:6][CH:5]=[CH:4][CH:3]=1.Cl.[OH-:25].[Na+].[C:27]([O:30]CC)(=[O:29])[CH3:28].CCCCCC>>[CH2:17]([N:8]([CH2:1][C:2]1[CH:3]=[CH:4][CH:5]=[CH:6][CH:7]=1)[C@@H:9]([CH2:14][CH2:15][CH3:16])[C@H:28]([OH:25])[C:27]([OH:30])=[O:29])[C:18]1[CH:19]=[CH:20][CH:21]=[CH:22][CH:23]=1 |f:2.3,4.5|. Procedure details: To (2S,3S)-3-(dibenzylamino)-2-hydroxyhexanenitrile (93.0 g; 0.301 mol) was added 12N hydrochloric acid (465 mL). The resulting mixture was heated to reflux (100° C.) for 3 hours, monitoring progress of the reaction by TLC analysis (ethyl acetate/hexane, 1:1). After TLC analysis indicated that the reaction was complete, the reaction mixture was cooled, and the pH was adjusted to 6-7 using 6N aqueous sodium hydroxide solution (930 mL). The product was extracted with two portions of dichloromethan... Conditions: temperature 70 celsius. Procedure details: The compound of Example 25D (1.68 g, 4.25 mmol) was dissolved in Eaton's reagent (15 mL, 1:10 (w/w) phosphorus pentoxide in methanesulfonic acid, cf. P. E. Eaton, et al. J. Am. Chem. Soc. 1973, 38, 4071) and warmed at 70° C. for 18 h. The solution was cooled to 25° C. and added to a mixture of ice and water. The mixture was extracted with dichloromethane (3×) and the combined organic layers dried (Na2SO4) and concentrated in vacuo. The oil obtained was dissolved in tetrahydrofuran (30 mL) and tr... RXN SMILES: [F:1][C:2]1[CH:7]=[CH:6][C:5]([C@:8]([CH3:28])([CH2:22][CH2:23][C:24]([CH3:27])([CH3:26])[CH3:25])[C:9]([CH:11](C(OCC)=O)[C:12](OCC)=[O:13])=[O:10])=[CH:4][CH:3]=1.O=P12OP3(OP(OP(O3)(O1)=O)(=O)O2)=O.O.Cl>CS(O)(=O)=O.O=P12OP3(OP(OP(O3)(O1)=O)(=O)O2)=O.O1CCCC1>[CH3:26][C:24]([CH3:25])([CH3:27])[CH2:23][CH2:22][C@@:8]1([CH3:28])[C:5]2[C:4](=[CH:3][C:2]([F:1])=[CH:7][CH:6]=2)[C:12]([OH:13])=[CH:11][C:9]1=[O:10] |f:4.5|. Reactants: FC1=CC=C(C=C1)[C@@](C(=O)C(C(=O)OCC)C(=O)OCC)(CCC(C)(C)C)C (diethyl 2-[(2S)-2-(4-fluorophenyl)-2,5,5-trimethylhexanoyl]malonate), O=P12OP3(=O)OP(=O)(O1)OP(=O)(O2)O3 (phosphorus pentoxide), Cl (HCl), O (water). Product: CC(CC[C@@]1(C(C=C(C2=CC(=CC=C12)F)O)=O)C)(C)C ((1S)-1-(3,3-dimethylbutyl)-6-fluoro-4-hydroxy-1-methylnaphthalen-2(1 H)-one). Yield: 50.2%. The solvent is CS(=O)(=O)O.O=P12OP3(=O)OP(=O)(O1)OP(=O)(O2)O3 (Eaton's reagent), O1CCCC1 (tetrahydrofuran). The reactants are CN(C)CCCN, CCO, CCSC(=S)Nc1ccccn1. The product is CN(C)CCCNC(=S)Nc1ccccn1. RXN SMILES: [CH3:13][N:14]([CH2:15][CH2:16][CH2:17][NH2:18])[CH3:19].[CH3:20][CH2:21][OH:22].[n:1]1[c:2]([NH:7][C:8]([S:9][CH2:10][CH3:11])=[S:12])[cH:3][cH:4][cH:5][cH:6]1>>[n:1]1[c:2]([NH:7][C:8](=[S:12])[NH:18][CH2:17][CH2:16][CH2:15][N:14]([CH3:13])[CH3:19])[cH:3][cH:4][cH:5][cH:6]1. The reactants are O=C(O)c1cc2ccccc2[nH]1, Fc1ccc(I)cc1, [K+], N#N, CN(C)C=O, [OH-]. The product is O=C(O)c1cc2ccccc2n1-c1ccc(F)cc1. RXN SMILES: [C:1](=[O:2])([OH:3])[c:4]1[nH:5][c:6]2[cH:7][cH:8][cH:9][cH:10][c:11]2[cH:12]1.[F:15][c:16]1[cH:17][cH:18][c:19]([I:22])[cH:20][cH:21]1.[K+:14].[N:23]#[N:24].[O:25]=[CH:26][N:27]([CH3:28])[CH3:29].[OH-:13]>>[C:1](=[O:2])([OH:3])[c:4]1[n:5](-[c:19]2[cH:18][cH:17][c:16]([F:15])[cH:21][cH:20]2)[c:6]2[cH:7][cH:8][cH:9][cH:10][c:11]2[cH:12]1. The reactants are C1(=CC=CC=C1)P(C1=CC=CC=C1)C1=CC=CC=C1 (Triphenylphosphine), ice, OC[C@H](C)N1C(=CC=C1C)C ((S)-1-(2-hydroxy-1-methylethyl)-2,5-dimethylpyrrole), C(Br)(Br)(Br)Br (carbon tetrabromide). Solvent: C(C)#N (acetonitrile). Reaction conditions: temperature 0 celsius, time 18 hour. Yields the product BrC[C@H](C)N1C(=CC=C1C)C ((S)-1-(2-bromo-1-methylethyl)-2,5-dimethylpyrrole). Yield: 86.3%. As a reaction SMILES: C1(P(C2C=CC=CC=2)C2C=CC=CC=2)C=CC=CC=1.O[CH2:21][C@@H:22]([N:24]1[C:28]([CH3:29])=[CH:27][CH:26]=[C:25]1[CH3:30])[CH3:23].C(Br)(Br)(Br)[Br:32]>C(#N)C>[Br:32][CH2:21][C@@H:22]([N:24]1[C:28]([CH3:29])=[CH:27][CH:26]=[C:25]1[CH3:30])[CH3:23]. Reported procedure: Triphenylphosphine (2.24 g, 8.50 mmol) was added in four portions over 10 minutes to an ice cooled mixture of (S)-1-(2-hydroxy-1-methylethyl)-2,5-dimethylpyrrole (1.0 g, 6.54 mmol) and carbon tetrabromide (3.03 g, 9.15 mmol) in 50 mL of acetonitrile. The mixture was stirred at 0° C. for 1.5 h, room temperature for 18 h, and 50° C. for 6 h. The solvent was removed in vacuo. The residue was purified by flash column chromatography on 70 g of silica gel, eluting with 1 L of 15% dichloromethane in he... The reactants are C([O-])([O-])=O.[K+].[K+] (potassium carbonate), BrCC(=O)Cl (bromoacetyl chloride), ice, C(C)(C)(C)OC(=O)N[C@@H](CN)CC1=CNC2=CC=CC=C12 ((1R)-N1 -(tert-butoxycarbonyl)-1-(1H-indol-3-ylmethyl)-1,2-ethanediamine), ClCCl (dichloromethane), C([O-])([O-])=O.[K+].[K+] (potassium carbonate), BrCC(=O)Cl (bromoacetyl chloride). Run in O (water), CN(C=O)C (dimethylformamide). Run at time 40 minute. Product: C(C)(C)(C)OC(=O)N[C@@H](CNC(CBr)=O)CC1=CNC2=CC=CC=C12 ((1R)-N1 -(tert-butoxycarbonyl)-N2 -(bromoacetyl)-1-(1H-indol-3-ylmethyl)-1,2-ethanediamine). The yield is 99.7%. RXN SMILES: [C:1]([O:5][C:6]([NH:8][C@H:9]([CH2:12][C:13]1[C:21]2[C:16](=[CH:17][CH:18]=[CH:19][CH:20]=2)[NH:15][CH:14]=1)[CH2:10][NH2:11])=[O:7])([CH3:4])([CH3:3])[CH3:2].ClCCl.C(=O)([O-])[O-].[K+].[K+].[Br:31][CH2:32][C:33](Cl)=[O:34]>O.CN(C)C=O>[C:1]([O:5][C:6]([NH:8][C@H:9]([CH2:12][C:13]1[C:21]2[C:16](=[CH:17][CH:18]=[CH:19][CH:20]=2)[NH:15][CH:14]=1)[CH2:10][NH:11][C:33](=[O:34])[CH2:32][Br:31])=[O:7])([CH3:4])([CH3:2])[CH3:3] |f:2.3.4|. Procedure details: To an ice-cooled solution of (1R)-N1 -(tert-butoxycarbonyl)-1-(1H-indol-3-ylmethyl)-1,2-ethanediamine (7.00 g) in a mixed solvent of dichloromethane (200 ml) and dimethylformamide (200 ml) was added potassium carbonate (10.03 g). To the mixture was added dropwise bromoacetyl chloride (7.61 g) for 3 minutes, and then the mixture was stirred at the same temperature for 1 hour and 40 minutes by adding further potassium carbonate (3.34 g) and bromoacetyl chloride (2.00 ml) into the mixture. The resu...